This data is from the Open Reaction Database (ORD), a public repository of structured organic reaction records. The task is: describe an organic reaction: reactants, conditions, products, and yield The reactants are CCOC(C)=O, O=[N+]([O-])c1ccccc1COc1ccn(-c2ccc(Cl)cc2)n1, [H][H]. Product: Nc1ccccc1COc1ccn(-c2ccc(Cl)cc2)n1. RXN SMILES: [CH3:26][CH2:27][O:28][C:29](=[O:30])[CH3:31].[Cl:3][c:4]1[cH:5][cH:6][c:7](-[n:10]2[n:11][c:12]([O:15][CH2:16][c:17]3[c:18]([N+:23]([O-:24])=[O:25])[cH:19][cH:20][cH:21][cH:22]3)[cH:13][cH:14]2)[cH:8][cH:9]1.[H:1][H:2]>>[Cl:3][c:4]1[cH:5][cH:6][c:7](-[n:10]2[n:11][c:12]([O:15][CH2:16][c:17]3[c:18]([NH2:23])[cH:19][cH:20][cH:21][cH:22]3)[cH:13][cH:14]2)[cH:8][cH:9]1. Starting materials: aldehyde, Cl.NC=1N=CNC1C(=O)N (4-amino-1H-imidazole-5-carboxamide hydrochloride), ClN1C(N(C(N(C1=O)Cl)=O)Cl)=O (Trichlorocyanuric acid), C(C)(C)OCCO (2-isopropoxyethanol). Reagents/catalysts: CC1(CCCC(N1[O])(C)C)C (TEMPO). Solvent: C(Cl)Cl (CH2Cl2), CO (MeOH). Conditions: temperature 0 celsius, time 20 minute. Yields the product C(C)(C)OCCNC=1N=CNC1C(=O)N (4-[(2-isopropoxyethyl)amino]-1H-imidazole-5-carboxamide). Yield: 38.3%. Reaction SMILES: ClN1C(=O)N(Cl)C(=O)N(Cl)C1=O.[CH:13]([O:16][CH2:17][CH2:18]O)([CH3:15])[CH3:14].Cl.[NH2:21][C:22]1[N:23]=[CH:24][NH:25][C:26]=1[C:27]([NH2:29])=[O:28]>C(Cl)Cl.CO.CC1(C)N([O])C(C)(C)CCC1>[CH:13]([O:16][CH2:17][CH2:18][NH:21][C:22]1[N:23]=[CH:24][NH:25][C:26]=1[C:27]([NH2:29])=[O:28])([CH3:14])[CH3:15] |f:2.3,^1:38|. Procedure details: Trichlorocyanuric acid (1.23 g, 5.29 mmol) was added to a solution of 2-isopropoxyethanol (0.50 g, 4.80 mmol) in CH2Cl2 (3 mL). The reaction mixture was cooled to 0° C. and TEMPO (0.015 g, 0.09 mmol) was carefully added in small portions. The mixture was stirred at r.t. for 20 minutes and then filtrated through Celite and washed with CH2Cl2. The filtrate was kept cold, 0° C., during the filtration. The obtained aldehyde solution was added to a stirred mixture of 4-amino-1H-imidazole-5-carboxamid... Reactants: CCCCc1nnc(OC2CCN(C)CC2)cc1-c1ccc(OC2CCCCC2)c(NC(C)=O)c1, CS(=O)(=O)Cl, CCN(C(C)C)C(C)C, ClCCl, Cl, Cl, Cl. Yields the product CCCCc1nnc(OC2CCN(C)CC2)cc1-c1ccc(OC2CCCCC2)c(NS(C)(=O)=O)c1, Cl, Cl. Reaction SMILES: [CH2:3]([CH2:4][CH2:5][CH3:6])[c:7]1[n:8][n:9][c:10]([O:30][CH:31]2[CH2:32][CH2:33][N:34]([CH3:37])[CH2:35][CH2:36]2)[cH:11][c:12]1-[c:13]1[cH:14][cH:15][c:16]([O:23][CH:24]2[CH2:25][CH2:26][CH2:27][CH2:28][CH2:29]2)[c:17]([NH:19][C:20](=[O:21])[CH3:22])[cH:18]1.[CH3:38][S:39]([Cl:40])(=[O:41])=[O:42].[CH:43]([N:44]([CH2:45][CH3:46])[CH:47]([CH3:48])[CH3:49])([CH3:50])[CH3:51].[Cl:53][CH2:54][Cl:55].[ClH:1].[ClH:2].[ClH:52]>>[CH2:3]([CH2:4][CH2:5][CH3:6])[c:7]1[n:8][n:9][c:10]([O:30][CH:31]2[CH2:32][CH2:33][N:34]([CH3:37])[CH2:35][CH2:36]2)[cH:11][c:12]1-[c:13]1[cH:14][cH:15][c:16]([O:23][CH:24]2[CH2:25][CH2:26][CH2:27][CH2:28][CH2:29]2)[c:17]([NH:19][S:39]([CH3:38])(=[O:41])=[O:42])[cH:18]1.[ClH:1].[ClH:40]. Reactants: CCN(C(C)C)C(C)C (Hunig's base), CC1=C(C(=O)C2=C(C(=O)O)C=CC=C2)C=CC(=C1)C (2-(2,4-dimethylbenzoyl)benzoic acid), S(=O)(Cl)Cl (thionyl chloride), CNCC(=O)OC (methyl N-methylglycinate). The solvent is CN(C=O)C (N,N-dimethylformamide), C(C)(=O)OCC (ethyl acetate). Run at temperature 70 celsius. The product is CC1=C(C=CC(=C1)C)C(=O)C1=C(C=CC=C1)C(=O)N(CC(=O)OC)C (Methyl N-({2-[(2,4-dimethylphenyl)carbonyl]phenyl}carbonyl)-N-methylglycinate). Reaction SMILES: [CH3:1][C:2]1[CH:18]=[C:17]([CH3:19])[CH:16]=[CH:15][C:3]=1[C:4]([C:6]1[CH:14]=[CH:13][CH:12]=[CH:11][C:7]=1[C:8]([OH:10])=O)=[O:5].S(Cl)(Cl)=O.[CH3:24][NH:25][CH2:26][C:27]([O:29][CH3:30])=[O:28].CCN(C(C)C)C(C)C>C(OCC)(=O)C.CN(C)C=O>[CH3:1][C:2]1[CH:18]=[C:17]([CH3:19])[CH:16]=[CH:15][C:3]=1[C:4]([C:6]1[CH:14]=[CH:13][CH:12]=[CH:11][C:7]=1[C:8]([N:25]([CH3:24])[CH2:26][C:27]([O:29][CH3:30])=[O:28])=[O:10])=[O:5]. Reported procedure: A mixture of 2-(2,4-dimethylbenzoyl)benzoic acid (50 g, 197 mmol) and thionyl chloride (215 mL, 2949 mmol) was heated at 70° C. for 1.5 hours. The mixture was concentrated, dissolved in tetrahydrofuran (THF) (200 mL) and N,N-dimethylformamide (DMF) (40 mL) and treated with methyl N-methylglycinate (27.4 g, 197 mmol). The mixture was cooled to 0° C. and treated with Hunig's base (103 mL, 590 mmol). The mixture was heated to 70° C. for 1 hour, cooled to ambient temperature and then diluted with et...